This data is from the Open Reaction Database (ORD), a public repository of structured organic reaction records. The task is: describe an organic reaction: reactants, conditions, products, and yield Reactants: C(c1c[nH]nc1C(O)=O)=O, CC1=CN=C(C=C1)N, [C-]#[N+]C1CCCCC1. Reagents/catalysts: O=C(O)C(F)(F)F (trifluoroacetic acid). Solvent: CC(C)O (isopropyl alcohol), CC(C)O (isopropylalcohol). Run at temperature 22 celsius, time 20 hour. Yields the product Cc1ccc2nc(c3c[nH]nc3C(O)=O)c(NC3CCCCC3)n2c1. The yield is 26.5%. As a reaction SMILES: CC1=CC=C(N)N=C1.[C-]#[N+]C1CCCCC1.OC(=O)C1=NNC=C1C=O>>CC1=CN2C(C=C1)=NC(C1=CNN=C1C(O)=O)=C2NC1CCCCC1. Starting materials: FC(C1=CC2=C(SC(S2)=NC2=CC=CC=C2)C=C1)(F)F (N-[5-(trifluoromethyl)-1,3-benzodithiol-2-ylidene]benzenamine), CI (methyl iodide). Run in C1=CC=CC=C1 (benzene). Run at time 3 day. Yields the product [I-].C[N+](C1=CC=CC=C1)=C1SC2=C(S1)C=CC(=C2)C(F)(F)F (N-Methyl-N-[5-(trifluoromethyl)-1,3-benzodithiol-2-ylidene]benzenaminium iodide). Reaction SMILES: [F:1][C:2]([F:20])([F:19])[C:3]1[CH:18]=[CH:17][C:6]2[S:7][C:8](=[N:10][C:11]3[CH:16]=[CH:15][CH:14]=[CH:13][CH:12]=3)[S:9][C:5]=2[CH:4]=1.[CH3:21][I:22]>C1C=CC=CC=1>[I-:22].[CH3:21][N+:10](=[C:8]1[S:7][C:6]2[CH:17]=[CH:18][C:3]([C:2]([F:1])([F:19])[F:20])=[CH:4][C:5]=2[S:9]1)[C:11]1[CH:16]=[CH:15][CH:14]=[CH:13][CH:12]=1 |f:3.4|. Procedure: A solution of N-[5-(trifluoromethyl)-1,3-benzodithiol-2-ylidene]benzenamine (2.4 g) and methyl iodide (20 ml, excess) in 100 ml of benzene is heated at reflux for 2.5 weeks. The reaction mixture is filtered and recharged with methyl iodide every three days. The combined precipitates (3.3g) are recrystallized from acetonitrile/benzene. The recrystallized product is dried in vacuo at 100° C for 3 days to yield 3.0g of the title compound, melting point 161°-164° C. Reactants: [S] (sulfur), 2-amino-5-bromothiochromanes, BrC=1C=C(C=CC1)S (m-bromothiophenol), C1(=CC=CC=C1)S (thiophenol), ClCCC(=O)O (β-chloropropionic acid). The product is BrC=1C=C(C=CC1)C(C(=S)O)C (m-bromophenylthiopropionic acid). Reaction SMILES: [S].[Br:2][C:3]1[CH:4]=[C:5](S)[CH:6]=[CH:7][CH:8]=1.[C:10]1([SH:16])C=CC=[CH:12][CH:11]=1.ClCCC(O)=[O:21]>>[Br:2][C:3]1[CH:4]=[C:5]([CH:11]([CH3:12])[C:10]([OH:21])=[S:16])[CH:6]=[CH:7][CH:8]=1 |^3:0|. Reported procedure: The compounds of this invention in which X is sulfur are available by bromo replacement of the corresponding 2-amino-5-bromothiochromanes. The latter are available by a sequence of reactions beginning with m-bromothiophenol. The thiophenol is treated in base with β-chloropropionic acid to produce m-bromophenylthiopropionic acid. The acid then is cyclized with polyphosphoric acid or with thionyl chloride or phosgene and a Lewis acid to produce a mixture of 5-bromo-4-thiochromanone and 7-bromo-4-t... Starting materials: O (water), [H-].[Na+] (Sodium hydride), C(C1=CC=CC=C1)S (benzyl mercaptan), CS(=O)(=O)O.C(C)(C)(C)C1(COC(OC1)(C)C)CO (5-t-Butyl-2,2-dimethyl-5-hydroxymethyl-1,3-dioxane methanesulphonate). Run in CN(C=O)C (dimethylformamide). Yields the product C(C1=CC=CC=C1)SCC1(COC(OC1)(C)C)C(C)(C)C (5-Benzylthiomethyl-5-t-butyl-2,2-dimethyl-1,3-dioxane). As a reaction SMILES: [H-].[Na+].[CH2:3]([SH:10])[C:4]1[CH:9]=[CH:8][CH:7]=[CH:6][CH:5]=1.CS(O)(=O)=O.[C:16]([C:20]1([CH2:28]O)[CH2:25][O:24][C:23]([CH3:27])([CH3:26])[O:22][CH2:21]1)([CH3:19])([CH3:18])[CH3:17].O>CN(C)C=O>[CH2:3]([S:10][CH2:28][C:20]1([C:16]([CH3:19])([CH3:18])[CH3:17])[CH2:21][O:22][C:23]([CH3:27])([CH3:26])[O:24][CH2:25]1)[C:4]1[CH:9]=[CH:8][CH:7]=[CH:6][CH:5]=1 |f:0.1,3.4|. Procedure: Sodium hydride (1.25 g., 50% dispersion in oil) was added to a stirred solution of benzyl mercaptan (3.2 ml.) in dry dimethylformamide (75 ml) at 0°, under a current of nitrogen. Stirring was maintained for 30 minutes. 5-t-Butyl-2,2-dimethyl-5-hydroxymethyl-1,3-dioxane methanesulphonate (7.5 g.) was added and the mixture was maintained at 130°, with stirring for 7 hours. The reaction mixture was cooled and poured into water. The aqueous mixture was extracted with diethyl ether. The ethereal extr... Starting materials: CC(C)N=C=S, Nc1cc(Oc2ccccc2)ccc1S(N)(=O)=O. Product: CC(C)NC1=NS(=O)(=O)c2ccc(Oc3ccccc3)cc2N1. Reaction SMILES: [CH:19]([CH3:20])([CH3:21])[N:22]=[C:23]=[S:24].[NH2:1][c:2]1[c:3]([S:15](=[O:16])(=[O:17])[NH2:18])[cH:4][cH:5][c:6]([O:8][c:9]2[cH:10][cH:11][cH:12][cH:13][cH:14]2)[cH:7]1>>[NH:1]1[c:2]2[c:3]([cH:4][cH:5][c:6]([O:8][c:9]3[cH:10][cH:11][cH:12][cH:13][cH:14]3)[cH:7]2)[S:15](=[O:16])(=[O:17])[N:18]=[C:23]1[NH:22][CH:19]([CH3:20])[CH3:21]. The reactants are ClC1=C2C=CN(C2=CC(=C1)Cl)[C@H]1[C@H](OC(C)=O)[C@@H](OC(C)=O)[C@H](OC(C)=O)[C@H](O1)COC(C)=O (4,6-Dichloro-1-(2,3,4,6-tetra-O-acetyl-β-D-glucopyranosyl)-indole), O1C2=C(C=C1)C=C(C=C2)C(=O)Cl (benzo[b]furan-5-carbonyl chloride). The product is O1C2=C(C=C1)C=C(C=C2)CC2=CN(C1=CC(=CC(=C21)Cl)Cl)[C@H]2[C@H](O)[C@@H](O)[C@H](O)[C@H](O2)CO (3-(Benzo[b]furan-5-yl-methyl)-4,6-dichloro-1-(β-D-gluco-pyranosyl)indole). RXN SMILES: [Cl:1][C:2]1[CH:10]=[C:9]([Cl:11])[CH:8]=[C:7]2[C:3]=1[CH:4]=[CH:5][N:6]2[C@@H:12]1[O:29][C@H:28]([CH2:30][O:31]C(=O)C)[C@@H:23]([O:24]C(=O)C)[C@H:18]([O:19]C(=O)C)[C@H:13]1[O:14]C(=O)C.[O:35]1[CH:39]=[CH:38][C:37]2[CH:40]=[C:41]([C:44](Cl)=O)[CH:42]=[CH:43][C:36]1=2>>[O:35]1[CH:39]=[CH:38][C:37]2[CH:40]=[C:41]([CH2:44][C:4]3[C:8]4[C:7](=[CH:3][C:2]([Cl:1])=[CH:10][C:9]=4[Cl:11])[N:6]([C@@H:12]4[O:29][C@H:28]([CH2:30][OH:31])[C@@H:23]([OH:24])[C@H:18]([OH:19])[C@H:13]4[OH:14])[CH:5]=3)[CH:42]=[CH:43][C:36]1=2. Procedure details: 4,6-Dichloro-1-(2,3,4,6-tetra-O-acetyl-β-D-glucopyranosyl)-indole obtained in Example 28-(3) and benzo[b]furan-5-carbonyl chloride were treated in a manner similar to Example 3 to give the titled compound as a colorless powder. APCI-Mass m/Z 478/480 (M+H). 1H-NMR (DMSO-d6) δ 3.20-3.50 (m, 4H), 3.59 (m, 1H), 3.67 (m, 1H), 4.34 (s, 2H), 4.55 (t, J=5.7 Hz, 1H), 5.11 (d, J=5.1 Hz, 1H), 5.16 (d, J=5.1 Hz, 1H), 5.24 (d, J=5.8 Hz, 1H), 5.46 (d, J=9.0 Hz, 1H), 6.87 (d, J=1.4 Hz, 1H), 7.11 (d, J=1.6 Hz, ... Starting materials: C(C1=CC=CC=C1)OC=1C=C(C=C(C1)F)C1(CCCC1)C(=O)OCC (ethyl 1-(3-benzyloxy-5-fluorophenyl)-cyclopentane-1-carboxylate), FC=1C=C(C=C(C1)C1(CCOCC1)C(=O)OCC)O (ethyl 4-(5-fluoro-3-hydroxyphenyl)-3,4,5,6-tetrahydro-2H-pyran-4-carboxylate). Yields the product FC=1C=C(C=C(C1)C1(CCCC1)C(=O)OCC)O (Ethyl 1-(5-fluoro-3-hydroxyphenyl)cyclopentane-1-carboxylate). Reaction SMILES: C([O:8][C:9]1[CH:10]=[C:11]([C:16]2([C:21]([O:23][CH2:24][CH3:25])=[O:22])[CH2:20][CH2:19][CH2:18][CH2:17]2)[CH:12]=[C:13]([F:15])[CH:14]=1)C1C=CC=CC=1.FC1C=C(O)C=C(C2(C(OCC)=O)CCOCC2)C=1>>[F:15][C:13]1[CH:14]=[C:9]([OH:8])[CH:10]=[C:11]([C:16]2([C:21]([O:23][CH2:24][CH3:25])=[O:22])[CH2:17][CH2:18][CH2:19][CH2:20]2)[CH:12]=1. Procedure details: The titled compound was prepared from ethyl 1-(3-benzyloxy-5-fluorophenyl)-cyclopentane-1-carboxylate according to the preparation of ethyl 4-(5-fluoro-3-hydroxyphenyl)-3,4,5,6-tetrahydro-2H-pyran-4-carboxylate. The reactants are CCCCCC (n-hexane), NC=1C(=NC(=C(N1)C1=CC=CC=C1)C1=NN(C(C=C1)=O)C(C)C)C#N (3-amino-6-(1-isopropyl-6-oxo-1,6-dihydro-3-pyridazinyl)-5-phenyl-2-pyrazinecarbonitrile), CC(=O)O (AcOH), C(=O)([O-])[O-].[Na+].[Na+] (Na2CO3), ice water. Run in CCOC(=O)C (EtOAc), Br (hydrogen bromide). Run at temperature 27.5 celsius, time 2 hour. Yields the product NC=1C(=NC(=C(N1)C1=CC=CC=C1)C1=NN(C(C=C1)=O)C(C)C)C(=O)N (3-amino-6-(1-isopropyl-6-oxo-1,6-dihydro-3-pyridazinyl)-5-phenyl-2-pyrazinecarboxamide). Reaction SMILES: [NH2:1][C:2]1[C:3]([C:24]#[N:25])=[N:4][C:5]([C:14]2[CH:19]=[CH:18][C:17](=[O:20])[N:16]([CH:21]([CH3:23])[CH3:22])[N:15]=2)=[C:6]([C:8]2[CH:13]=[CH:12][CH:11]=[CH:10][CH:9]=2)[N:7]=1.CC(O)=[O:28].C([O-])([O-])=O.[Na+].[Na+].CCCCCC>Br.CCOC(C)=O>[NH2:1][C:2]1[C:3]([C:24]([NH2:25])=[O:28])=[N:4][C:5]([C:14]2[CH:19]=[CH:18][C:17](=[O:20])[N:16]([CH:21]([CH3:23])[CH3:22])[N:15]=2)=[C:6]([C:8]2[CH:9]=[CH:10][CH:11]=[CH:12][CH:13]=2)[N:7]=1 |f:2.3.4|. Procedure details: A suspension of 3-amino-6-(1-isopropyl-6-oxo-1,6-dihydro-3-pyridazinyl)-5-phenyl-2-pyrazinecarbonitrile (143 mg) in 25% hydrogen bromide solution of AcOH (1.5 ml) was stirred at 25-30° C. for 2 hours. The reaction mixture was poured into a mixture of Na2CO3 (2 g) and ice-water (30 g), extracted with CHCl3, dried over MgSO4 and concentrated under reduced pressure to give a residue. The residue was subjected to column chromatography on silica gel eluting with a mixture of n-hexane and EtOAc (60:40...